This data is from the Open Reaction Database (ORD), a public repository of structured organic reaction records. The task is: describe an organic reaction: reactants, conditions, products, and yield Reactants: FC1=C(C=CC(=C1)F)[C@]1(OC1)[C@H](C)O ((1S)-1-[(2R)-2-(2,4-difluorophenyl)-2oxiranyl]ethanol), CN1C(NC=C1)=O (1-methyl-2(1H,3H)-imidazolone). Product: FC1=C(C=CC(=C1)F)[C@]1([C@@H](C)N2C(N(C=C2)C)=O)CO1 (1-[(1R,2S)-2-(2,4-difluorophenyl)-2,3-epoxy-1-methylpropyl]-3-methyl-2(1H,3H)-imidazolone). The yield is 17.2%. RXN SMILES: [F:1][C:2]1[CH:7]=[C:6]([F:8])[CH:5]=[CH:4][C:3]=1[C@:9]1([C@@H:12](O)[CH3:13])[CH2:11][O:10]1.[CH3:15][N:16]1[CH:20]=[CH:19][NH:18][C:17]1=[O:21]>>[F:1][C:2]1[CH:7]=[C:6]([F:8])[CH:5]=[CH:4][C:3]=1[C@:9]1([O:10][CH2:11]1)[C@H:12]([N:18]1[CH:19]=[CH:20][N:16]([CH3:15])[C:17]1=[O:21])[CH3:13]. Procedure details: In the same manner as in Reference Example 5, starting from 423 mg of (1S)-1-[(2R)-2-(2,4-difluorophenyl)-2oxiranyl]ethanol and 207 mg of 1-methyl-2(1H,3H)-imidazolone prepared by a method described in Journal of American Chemical Society vol. 98, page 8218 (1976), 102 mg of 1-[(1R,2S)-2-(2,4-difluorophenyl)-2,3-epoxy-1-methylpropyl]-3-methyl-2(1H,3H)-imidazolone was obtained as a colorless oil. The reactants are ClC1=CC=NC2=CC(=CC=C12)Cl (4,7-dichloroquinoline), NCCN (1,2-diaminoethane). Reaction conditions: temperature 85 celsius. Yields the product ClC1=CC=C2C(=CC=NC2=C1)NCCN (7-chloro-4-[N-(2-aminoethyl)amino]-quinoline). Reaction SMILES: Cl[C:2]1[C:11]2[C:6](=[CH:7][C:8]([Cl:12])=[CH:9][CH:10]=2)[N:5]=[CH:4][CH:3]=1.[NH2:13][CH2:14][CH2:15][NH2:16]>>[Cl:12][C:8]1[CH:7]=[C:6]2[C:11]([C:2]([NH:13][CH2:14][CH2:15][NH2:16])=[CH:3][CH:4]=[N:5]2)=[CH:10][CH:9]=1. Procedure details: A mixture of 4,7-dichloroquinoline (2.0 g, 10 mmol) and 1,2-diaminoethane (2.7 g, 45 mmol) is heated at 85° C. for 5 hours with magnetic stirring. After adding 1N soda (15 ml), the solid obtained is extracted with ethyl acetate (100 ml) at 50° C. The organic phase is washed with distilled water and then using a saturated NaCl solution and then again with distilled water and finally is dried on sodium sulphate. The solvent is evaporated and the product obtained is vacuum-dried (1.3 g, 58%).